This data is from the Open Reaction Database (ORD), a public repository of structured organic reaction records. The task is: describe an organic reaction: reactants, conditions, products, and yield Starting materials: Cl.C(C)(C)(C)C1=CC=C(S1)C1NCCC(C1)C(=O)OC (Methyl 2-(5-tert-butylthiophen-2-yl)piperidine-4-carboxylate hydrochloride), CCN(C(C)C)C(C)C (DIPEA), ClC(=O)OC (Methyl chloroformate). The solvent is C(Cl)Cl (DCM), C(Cl)Cl (DCM). Conditions: time 1 hour. The product is C(C)(C)(C)C1=CC=C(S1)C1N(CCC(C1)C(=O)OC)C(=O)OC (dimethyl 2-(5-tert-butylthiophen-2-yl)piperidine-1,4-dicarboxylate). Yield: 98.9%. RXN SMILES: Cl.[C:2]([C:6]1[S:10][C:9]([CH:11]2[CH2:16][CH:15]([C:17]([O:19][CH3:20])=[O:18])[CH2:14][CH2:13][NH:12]2)=[CH:8][CH:7]=1)([CH3:5])([CH3:4])[CH3:3].CCN(C(C)C)C(C)C.Cl[C:31]([O:33][CH3:34])=[O:32]>C(Cl)Cl>[C:2]([C:6]1[S:10][C:9]([CH:11]2[CH2:16][CH:15]([C:17]([O:19][CH3:20])=[O:18])[CH2:14][CH2:13][N:12]2[C:31]([O:33][CH3:34])=[O:32])=[CH:8][CH:7]=1)([CH3:5])([CH3:3])[CH3:4] |f:0.1|. Procedure: Methyl 2-(5-tert-butylthiophen-2-yl)piperidine-4-carboxylate hydrochloride (2.36 g, 7.42 mmol) and DIPEA (3.24 mL, 18.56 mmol) were dissolved in DCM (30 mL). Methyl chloroformate (0.690 mL, 8.91 mmol) was added and the reaction mixture stirred at room temperature for 1 h. DCM (170 mL) was added. The organic phase was washed with 0.1 M HCl (2×200 mL), satd NaHCO3 (200 mL), dried with a phase separator and evaporated in vacuo yielding dimethyl 2-(5-tert-butylthiophen-2-yl)piperidine-1,4-dicarboxyl...